Task: describe an organic reaction: reactants, conditions, products, and yield. Dataset: the Open Reaction Database (ORD), a public repository of structured organic reaction records Yields the product CC(C)(C)OC(=O)N1CCC(CC=O)CC1. The reactants are ClCCl, CS(C)=O, O=C(Cl)C(=O)Cl, CC(C)(C)OC(=O)N1CCC(CCO)CC1. RXN SMILES: [CH2:27]([Cl:28])[Cl:29].[CH3:7][S:8]([CH3:9])=[O:10].[Cl:1][C:2]([C:3]([Cl:4])=[O:5])=[O:6].[OH:11][CH2:12][CH2:13][CH:14]1[CH2:15][CH2:16][N:17]([C:20](=[O:21])[O:22][C:23]([CH3:24])([CH3:25])[CH3:26])[CH2:18][CH2:19]1>>[O:11]=[CH:12][CH2:13][CH:14]1[CH2:15][CH2:16][N:17]([C:20](=[O:21])[O:22][C:23]([CH3:24])([CH3:25])[CH3:26])[CH2:18][CH2:19]1. Reactants: OCC1=CC=C(C2=CC=CC=C12)C(=O)O (4-hydroxymethylnaphthoic acid), CO (methanol), H2 SO4. Solvent: C(C)(=O)OCC.CCCCCC (ethyl acetate hexane). Product: OCC1=CC=C(C2=CC=CC=C12)C(=O)OC (Methyl 4-Hydroxymethylnaphthoate). Isolated yield 35.0%. RXN SMILES: [OH:1][CH2:2][C:3]1[C:12]2[C:7](=[CH:8][CH:9]=[CH:10][CH:11]=2)[C:6]([C:13]([OH:15])=[O:14])=[CH:5][CH:4]=1.[CH3:16]O>C(OCC)(=O)C.CCCCCC>[OH:1][CH2:2][C:3]1[C:12]2[C:7](=[CH:8][CH:9]=[CH:10][CH:11]=2)[C:6]([C:13]([O:15][CH3:16])=[O:14])=[CH:5][CH:4]=1 |f:2.3|. Reported procedure: A mixture of 4-hydroxymethylnaphthoic acid (10 g, 50 mmol), methanol (300 mL), and conc. H2 SO4 (2 mL) was refluxed overnight. The insolubles were filtered off and the filtrate was concentrated. The residue was taken up in ethyl acetate and washed with aqueous NaHCO3 (2×), brine, dried over MgSO4, and concentrated to give a yellow oil. Silica gel column chromatography using ethyl acetate/hexane (1/3) gave the desired product as a yellow oil (3.3 g, 35%). Starting materials: C=1(C(=CC=CC1)C=O)C (o-tolualdehyde), C1(=CC=CC=C1)P(C1=CC=CC=C1)(C1=CC=CC=C1)=CC(=O)OC (methyl (triphenylphosphoranylidene)acetate). Run in O1CCCC1 (tetrahydrofuran), O1CCCC1 (tetrahydrofuran). The product is CC1=C(C=CC(=O)OC)C=CC=C1 (methyl 2-methylcinnamate). Yield: 93.8%. RXN SMILES: [C:1]1([CH3:9])[C:2]([CH:7]=O)=[CH:3][CH:4]=[CH:5][CH:6]=1.C1(P(=[CH:29][C:30]([O:32][CH3:33])=[O:31])(C2C=CC=CC=2)C2C=CC=CC=2)C=CC=CC=1>O1CCCC1>[CH3:9][C:1]1[CH:6]=[CH:5][CH:4]=[CH:3][C:2]=1[CH:7]=[CH:29][C:30]([O:32][CH3:33])=[O:31]. Procedure: A solution of 1.20 g of o-tolualdehyde in 20 ml of anhydrous tetrahydrofuran was added to a suspension of 3.67 g of methyl (triphenylphosphoranylidene)acetate in 20 ml of anhydrous tetrahydrofuran at room temperature, and the mixture was refluxed for 15 hours. The solvent was then distilled off under reduced pressure, and the residue was subjected to silica gel column chromatography (40 g). Elution with hexane-ethyl acetate (2:1) gave 1.65 g of methyl 2-methylcinnamate. Reactants: NC1=CC2=C(OC3=C(C(C2)=O)C=CC=C3)C=C1 (2-amino-10,11-dihydro-dibenz[b,f]oxepin-10-one), diazonium methanesulfonate, N(=O)[O-].[Na+] (sodium nitrite), 2-N, CS(=O)(=O)O (methanesulfonic acid), Cl (hydrochloric acid). The reagents and catalysts are [Cu]Cl (copper (I) chloride). Solvent: C(C)(=O)OCC (ethyl acetate), O (water). Reaction conditions: temperature 0 celsius, time 7 minute. The product is ClC1=CC2=C(OC3=C(C(C2)=O)C=CC=C3)C=C1 (2-chloro-10,11-dihydro-dibenz[b,f]-oxepin-10-one). Reaction SMILES: N[C:2]1[CH:17]=[CH:16][C:5]2[O:6][C:7]3[CH:15]=[CH:14][CH:13]=[CH:12][C:8]=3[C:9](=[O:11])[CH2:10][C:4]=2[CH:3]=1.CS(O)(=O)=O.N([O-])=O.[Na+].[ClH:27]>[Cu]Cl.C(OCC)(=O)C.O>[Cl:27][C:2]1[CH:17]=[CH:16][C:5]2[O:6][C:7]3[CH:15]=[CH:14][CH:13]=[CH:12][C:8]=3[C:9](=[O:11])[CH2:10][C:4]=2[CH:3]=1 |f:2.3|. Reported procedure: 26.4 G of 2-amino-10,11-dihydro-dibenz[b,f]oxepin-10-one are dissolved in 230 ml. of 2-N aqueous methanesulfonic acid. The mixture is cooled to 0° C. There is added dropwise thereto over a period of 7 minutes a solution of 10.7 g. of sodium nitrite in 37.5 ml. of water in such a manner that the temperature does not exceed 5° C. The mixture is stirred for an additional 5 minutes at 5° C. Then, this solution of the diazonium methanesulfonate is poured into a mixture of 500 ml. of ethyl acetate and... Reactants: BrC(C(=O)OC)CC (Methyl bromobutyrate), C(CS)(=O)OC (Methyl thioglycolate), ice, C[O-].[Na+] (sodium methoxide). Run in CO (methanol). Reaction conditions: time 8 hour. Yields the product COC(CSCCCC(=O)OC)=O (methyl 4-[(2-methoxy-2-oxoethyl)sulfanyl]butanoate). Isolated yield 55.9%. RXN SMILES: [C:1]([O:5][CH3:6])(=[O:4])[CH2:2][SH:3].C[O-].[Na+].Br[CH:11]([CH2:16][CH3:17])[C:12]([O:14][CH3:15])=[O:13]>CO>[CH3:6][O:5][C:1](=[O:4])[CH2:2][S:3][CH2:17][CH2:16][CH2:11][C:12]([O:14][CH3:15])=[O:13] |f:1.2|. Procedure: Methyl thioglycolate (5.0 mL, 55.0 mmol) was added dropwise to an ice cold solution of sodium methoxide (55.0 mmol) in methanol (18 mL) over 15 minutes. Methyl bromobutyrate (9.9 g, 55.0 mmol) was added slowly. The reaction was allowed to warm to room temperature and stirred overnight. The resulting mixture was filtered, concentrated, and taken up in methylene chloride and filtered again. The filtrate was concentrated and the product was distilled to give methyl 4-[(2-methoxy-2-oxoethyl)sulfanyl... Starting materials: C(C(C)C)OC(NCC1(CCNCC1)C1=CC=C(C=C1)I)=O ([4-(4-iodo-phenyl)-piperidin-4-ylmethyl]-carbamic acid isobutyl ester), C1(CC1)C=O (cyclopropanecarboxaldehyde), CC(=O)O (HOAc), [BH-](OC(=O)C)(OC(=O)C)OC(=O)C.[Na+] (Na(OAc)3BH). The solvent is C(CCl)Cl (ClCH2CH2Cl), CCOC(=O)C (EtOAc). Run at time 0.5 hour. Yields the product C(C(C)C)OC(NCC1(CCN(CC1)CC1CC1)C1=CC=C(C=C1)I)=O ([1-cyclopropylmethyl-4-(4-iodo-phenyl)-piperidin-4-ylmethyl]-carbamic acid isobutyl ester). Isolated yield 92.6%. As a reaction SMILES: [CH2:1]([O:5][C:6](=[O:22])[NH:7][CH2:8][C:9]1([C:15]2[CH:20]=[CH:19][C:18]([I:21])=[CH:17][CH:16]=2)[CH2:14][CH2:13][NH:12][CH2:11][CH2:10]1)[CH:2]([CH3:4])[CH3:3].[CH:23]1([CH:26]=O)[CH2:25][CH2:24]1.CC(O)=O.[BH-](OC(C)=O)(OC(C)=O)OC(C)=O.[Na+]>C(Cl)CCl.CCOC(C)=O>[CH2:1]([O:5][C:6](=[O:22])[NH:7][CH2:8][C:9]1([C:15]2[CH:20]=[CH:19][C:18]([I:21])=[CH:17][CH:16]=2)[CH2:10][CH2:11][N:12]([CH2:26][CH:23]2[CH2:25][CH2:24]2)[CH2:13][CH2:14]1)[CH:2]([CH3:4])[CH3:3] |f:3.4|. Procedure details: To a stirred solution of [4-(4-iodo-phenyl)-piperidin-4-ylmethyl]-carbamic acid isobutyl ester (0.058 g, 0.14 mmol) in ClCH2CH2Cl (0.75 mL) at room temperature under Ar was added cyclopropanecarboxaldehyde (0.012 mL, 0.156 mmol, 1.2 eq.) and HOAc (0.075 mL, 1% v/v). The mixture was stirred for 0.5 h then Na(OAc)3BH (0.041 g, 0.2 mmol, 1.5 eq.) was added. The mixture was stirred for 16 h, diluted with EtOAc (10 mL) and washed with saturated aqueous NaHCO3 solution (10 mL) and saturated brine (10 ... The reactants are O=C1OC=2C(=CC=3C=C(NC3C2)C(=O)O)N1 (2-oxo-1,5-dihydro-2H-oxazolo[4,5-f]indole-6-carboxylic acid), C(C1=CC=CC=C1)C1CCNCC1 (4-benzylpiperidine). Solvent: C(C)OCC (diethyl ether). The product is C(C1=CC=CC=C1)C1CCN(CC1)C(=O)C=1NC=2C=C3C(=CC2C1)NC(O3)=O (6-(4-Benzylpiperidin-1-carbonyl)-1,5-dihydro-oxazolo[4,5-f]indole-2-one). Reaction SMILES: [O:1]=[C:2]1[NH:16][C:5]2=[CH:6][C:7]3[CH:8]=[C:9]([C:13]([OH:15])=O)[NH:10][C:11]=3[CH:12]=[C:4]2[O:3]1.[CH2:17]([CH:24]1[CH2:29][CH2:28][NH:27][CH2:26][CH2:25]1)[C:18]1[CH:23]=[CH:22][CH:21]=[CH:20][CH:19]=1>C(OCC)C>[CH2:17]([CH:24]1[CH2:29][CH2:28][N:27]([C:13]([C:9]2[NH:10][C:11]3[CH:12]=[C:4]4[O:3][C:2](=[O:1])[NH:16][C:5]4=[CH:6][C:7]=3[CH:8]=2)=[O:15])[CH2:26][CH2:25]1)[C:18]1[CH:23]=[CH:22][CH:21]=[CH:20][CH:19]=1. Procedure: The title compound is prepared from 2-oxo-1,5-dihydro-2H-oxazolo[4,5-f]indole-6-carboxylic acid and 4-benzylpiperidine according to the method described in Example 1/c. Mp.: 270-271° C. (diethyl ether).